From a dataset of the Open Reaction Database (ORD), a public repository of structured organic reaction records. describe an organic reaction: reactants, conditions, products, and yield Yields the product CS(=O)c1cc(-c2ccccc2OCc2ccccc2)[nH]c(=O)c1C#N. Starting materials: CSc1cc(-c2ccccc2OCc2ccccc2)[nH]c(=O)c1C#N, O=C(OO)c1cccc(Cl)c1, ClCCl. RXN SMILES: [CH2:1]([c:2]1[cH:3][cH:4][cH:5][cH:6][cH:7]1)[O:8][c:9]1[c:10](-[c:15]2[nH:16][c:17](=[O:25])[c:18]([C:19]#[N:20])[c:21]([S:23][CH3:24])[cH:22]2)[cH:11][cH:12][cH:13][cH:14]1.[Cl:26][c:27]1[cH:28][cH:29][cH:30][c:31]([C:32]([O:33][OH:35])=[O:34])[cH:36]1.[Cl:37][CH2:38][Cl:39]>>[CH2:1]([c:2]1[cH:3][cH:4][cH:5][cH:6][cH:7]1)[O:8][c:9]1[c:10](-[c:15]2[nH:16][c:17](=[O:25])[c:18]([C:19]#[N:20])[c:21]([S:23]([CH3:24])=[O:34])[cH:22]2)[cH:11][cH:12][cH:13][cH:14]1. The reactants are COC(=O)C(C)Br, O=C([O-])[O-], CCC(C)=O, [K+], [K+], Oc1cccc(O)c1. The product is COC(=O)C(C)Oc1cccc(O)c1. RXN SMILES: [Br:9][CH:10]([C:11](=[O:12])[O:13][CH3:14])[CH3:15].[C:16](=[O:17])([O-:18])[O-:19].[CH2:22]([C:23]([CH3:24])=[O:25])[CH3:26].[K+:20].[K+:21].[OH:1][c:2]1[cH:3][cH:4][cH:5][c:6]([OH:7])[cH:8]1>>[OH:1][c:2]1[cH:3][cH:4][cH:5][c:6]([O:7][CH:10]([C:11](=[O:12])[O:13][CH3:14])[CH3:15])[cH:8]1. Procedure details: A solution of isopropylbenzene (50 g) in carbon disulfide (250 mL) is treated with aluminum chloride (170 g), and the resulting mixture is cooled to 0° C. Acetyl chloride (33 g) is added at the rate of 1 mL/min, and the resulting mixture is stirred overnight. The mixture is poured into aq. HCl (2N, 400 mL), and the layers are separated. The aqueous phase is extracted with ethyl acetate, and the organic phases are combined, washed with brine, dried over Na2SO4, filtered and concentrated to afford... The solvent is C(=S)=S (carbon disulfide). Starting materials: C(C)(C)C1=CC=CC=C1 (isopropylbenzene), [Cl-].[Al+3].[Cl-].[Cl-] (aluminum chloride), Cl (HCl), C(C)(=O)Cl (Acetyl chloride). Product: CC(C)C1=CC=C(C=C1)C(=O)C (4-isopropylacetophenone). Reaction conditions: temperature 0 celsius, time 8 hour. RXN SMILES: [CH:1]([C:4]1[CH:9]=[CH:8][CH:7]=[CH:6][CH:5]=1)([CH3:3])[CH3:2].[Cl-].[Al+3].[Cl-].[Cl-].[C:14](Cl)(=[O:16])[CH3:15].Cl>C(=S)=S>[CH3:2][CH:1]([C:4]1[CH:9]=[CH:8][C:7]([C:14]([CH3:15])=[O:16])=[CH:6][CH:5]=1)[CH3:3] |f:1.2.3.4|. Procedure: The title compound was synthesized from 1-Bromo-6-(2-ethyl-6-methyl-phenoxy)-4-hydroxy-isoquinoline-3-carboxylic acid butyl ester and CuCN in analogy to example 3a; MS-(−)-ion: M−1=403.5. Product: C(CCC)OC(=O)C=1N=C(C2=CC=C(C=C2C1O)OC1=C(C=CC=C1C)CC)C#N (1-Cyano-6-(2-ethyl-6-methyl-phenoxy)-4-hydroxy-isoquinoline-3-carboxylic acid butyl ester). Starting materials: C(CCC)OC(=O)C=1N=C(C2=CC=C(C=C2C1O)OC1=C(C=CC=C1C)CC)Br (1-Bromo-6-(2-ethyl-6-methyl-phenoxy)-4-hydroxy-isoquinoline-3-carboxylic acid butyl ester), C(#N)[Cu] (CuCN). RXN SMILES: [CH2:1]([O:5][C:6]([C:8]1[N:9]=[C:10](Br)[C:11]2[C:16]([C:17]=1[OH:18])=[CH:15][C:14]([O:19][C:20]1[C:25]([CH3:26])=[CH:24][CH:23]=[CH:22][C:21]=1[CH2:27][CH3:28])=[CH:13][CH:12]=2)=[O:7])[CH2:2][CH2:3][CH3:4].[C:30]([Cu])#[N:31]>>[CH2:1]([O:5][C:6]([C:8]1[N:9]=[C:10]([C:30]#[N:31])[C:11]2[C:16]([C:17]=1[OH:18])=[CH:15][C:14]([O:19][C:20]1[C:25]([CH3:26])=[CH:24][CH:23]=[CH:22][C:21]=1[CH2:27][CH3:28])=[CH:13][CH:12]=2)=[O:7])[CH2:2][CH2:3][CH3:4]. Reactants: CC(C)(C)OC(=O)N1CCC(F)(c2ccccc2)CC1, CC(C)(C)OC(=O)N1CC=C(c2nccs2)CC1. The product is FC1(c2ccccc2)CCNCC1. RXN SMILES: [F:1][C:2]1([c:15]2[cH:16][cH:17][cH:18][cH:19][cH:20]2)[CH2:3][CH2:4][N:5]([C:8]([O:9][C:10]([CH3:11])([CH3:12])[CH3:13])=[O:14])[CH2:6][CH2:7]1.[s:21]1[cH:22][cH:23][n:24][c:25]1[C:26]1=[CH:38][CH2:37][N:29]([C:30]([O:31][C:32]([CH3:33])([CH3:34])[CH3:35])=[O:36])[CH2:28][CH2:27]1>>[F:1][C:2]1([c:15]2[cH:16][cH:17][cH:18][cH:19][cH:20]2)[CH2:3][CH2:4][NH:5][CH2:6][CH2:7]1. Reactants: FC1=CC=C2C=CC=NC2=C1F (7,8-difluoroquinoline), IN1C(CCC1=O)=O (N-iodosuccinimide). Run in C(C)(=O)O (acetic acid). Run at temperature 90 celsius, time 30 hour. Product: FC1=CC=C2C=C(C=NC2=C1F)I (7,8-difluoro-3-iodoquinoline). Isolated yield 69.7%. RXN SMILES: [F:1][C:2]1[C:11]([F:12])=[C:10]2[C:5]([CH:6]=[CH:7][CH:8]=[N:9]2)=[CH:4][CH:3]=1.[I:13]N1C(=O)CCC1=O>C(O)(=O)C>[F:1][C:2]1[C:11]([F:12])=[C:10]2[C:5]([CH:6]=[C:7]([I:13])[CH:8]=[N:9]2)=[CH:4][CH:3]=1. Reported procedure: In a 3 L eggplant-shaped flask containing a stir bar, 7,8-difluoroquinoline (185.5 g, 1.12 mol), N-iodosuccinimide (505.4 g, 2.25 mol), and acetic acid (927 mL) were introduced and the mixture was stirred for 30 hours at 90° C. After cooling, the precipitated crystals was filtered and dried. On the other hand, the filtrate was concentrated under reduced pressure, the residual acetic acid was neutralized with sodium hydrogen carbonate, and the resultant was subjected to extraction with ethyl acet... Reactants: FC1=CC=C(C=C1)[C@H](C)NC=1SC(C(N1)=O)(C)C1=CC=C(C(=O)O)C=C1 (4-(2-((S)-1-(4-fluorophenyl)ethylamino)-5-methyl-4-oxo-4,5-dihydrothiazol-5-yl)benzoic acid), S(=O)(Cl)Cl (thionyl chloride). The reagents and catalysts are CN(C)C=O (DMF). Run in C(Cl)Cl (CH2Cl2). Reaction conditions: time 8 hour. The product is FC1=CC=C(C=C1)[C@H](C)NC=1SC(C(N1)=O)(C)C1=CC=C(C(=O)Cl)C=C1 (4-(2-((S)-1-(4-fluorophenyl)ethylamino)-5-methyl-4-oxo-4,5-dihydrothiazol-5-yl)benzoyl chloride). Reaction SMILES: [F:1][C:2]1[CH:7]=[CH:6][C:5]([C@@H:8]([NH:10][C:11]2[S:12][C:13]([C:18]3[CH:26]=[CH:25][C:21]([C:22](O)=[O:23])=[CH:20][CH:19]=3)([CH3:17])[C:14](=[O:16])[N:15]=2)[CH3:9])=[CH:4][CH:3]=1.S(Cl)([Cl:29])=O>C(Cl)Cl.CN(C=O)C>[F:1][C:2]1[CH:7]=[CH:6][C:5]([C@@H:8]([NH:10][C:11]2[S:12][C:13]([C:18]3[CH:26]=[CH:25][C:21]([C:22]([Cl:29])=[O:23])=[CH:20][CH:19]=3)([CH3:17])[C:14](=[O:16])[N:15]=2)[CH3:9])=[CH:4][CH:3]=1. Procedure: To a solution of 4-(2-((S)-1-(4-fluorophenyl)ethylamino)-5-methyl-4-oxo-4,5-dihydrothiazol-5-yl)benzoic acid (0.48 g, 1.29 mmol) in CH2Cl2 (6 mL) was added thionyl chloride (Aldrich, 0.19 ml, 2.58 mmol), and 2 drops of DMF. After stirring the mixture overnight at ambient temp., the crude product was concentrated in vacuo and dried on high vacuum. The product was used in next step without purification. Reactants: BrCC(=O)Cl (bromoacetyl chloride), CC1(C(NC2=CC=CC=C12)=O)C (3,3-dimethyloxindole), [Cl-] (chloride). The solvent is C(=S)=S (carbon disulfide). The product is CC1(C(NC2=CC(=CC=C12)C(CBr)=O)=O)C (3,3-dimethyl-6-(2-bromoacetyl)-oxindole). Reaction SMILES: [Br:1][CH2:2][C:3](Cl)=[O:4].[CH3:6][C:7]1([CH3:17])[C:15]2[C:10](=[CH:11][CH:12]=[CH:13][CH:14]=2)[NH:9][C:8]1=[O:16].[Cl-]>C(=S)=S>[CH3:6][C:7]1([CH3:17])[C:15]2[C:10](=[CH:11][C:12]([C:3](=[O:4])[CH2:2][Br:1])=[CH:13][CH:14]=2)[NH:9][C:8]1=[O:16]. Procedure: bromoacetyl chloride (9.76 g) is added dropwise to a stirred mixture of 3,3-dimethyloxindole (5 g) and aluninum chloride (10.33 g) in carbon disulfide (100 ml). The reaction mixture is stirred at reflux overnight and cooled. The solvent is decanted, and a mixture of ice and water poured into the residue. Methylene chloride is added to the mixture, which is filtered. The filtrate is separated, the aqueous layer is extracted with methylene chloride and the combined organic extracts are washed with... Reactants: O (Water), CCOC(=O)C (EtOAc), ClC=1C(=NC=C(C1)CO[Si](C)(C)C(C)(C)C)C(=O)OC (methyl 3-chloro-5-({[(1,1 dimethylethyl)(dimethyl)silyl]oxy}methyl)-2-pyridinecarboxylate), C[Mg]Br (methylmagnesium bromide), [NH4+].[Cl-] (NH4Cl). Run in C1CCOC1 (THF). Reaction conditions: time 5 hour. The product is ClC=1C(=NC=C(C1)CO[Si](C)(C)C(C)(C)C)C(C)(C)O (2-[3-chloro-5-({[(1,1-dimethylethyl)(dimethyl)silyl]oxy}methyl)-2-pyridinyl]-2-propanol). Isolated yield 60.0%. Reaction SMILES: [Cl:1][C:2]1[C:3](C(OC)=O)=[N:4][CH:5]=[C:6]([CH2:8][O:9][Si:10]([C:13]([CH3:16])([CH3:15])[CH3:14])([CH3:12])[CH3:11])[CH:7]=1.[CH3:21][Mg]Br.[NH4+].[Cl-].O.CCO[C:30]([CH3:32])=[O:31]>C1COCC1>[Cl:1][C:2]1[C:3]([C:30]([OH:31])([CH3:32])[CH3:21])=[N:4][CH:5]=[C:6]([CH2:8][O:9][Si:10]([C:13]([CH3:16])([CH3:15])[CH3:14])([CH3:11])[CH3:12])[CH:7]=1 |f:2.3|. Procedure details: To a solution of methyl 3-chloro-5-({[(1,1 dimethylethyl)(dimethyl)silyl]oxy}methyl)-2-pyridinecarboxylate (488 mg, 1.545 mmol) in THF (5 ml) at −23° C. was added methylmagnesium bromide (4.12 ml, 12.36 mmol) dropwise. After addition, the solution was allowed to warm to rt and stirred for 5 h. Saturated NH4Cl was added after cooling the solution to 0° C. Water and EtOAc were added and the aqueous phase was extracted with EtOAc. The solution was dried over Na2SO4, filtered, and concentrated under...